From a dataset of the Open Reaction Database (ORD), a public repository of structured organic reaction records. describe an organic reaction: reactants, conditions, products, and yield Starting materials: CCOC(=O)CC(C)=O, C1CCNCC1, CC(=O)O, O=Cc1ccccc1Cl, c1ccccc1. The product is CCOC(=O)C(=Cc1ccccc1Cl)C(C)=O. Reaction SMILES: [C:10]([CH2:11][C:12](=[O:13])[CH3:14])(=[O:15])[O:16][CH2:17][CH3:18].[CH2:23]1[CH2:24][CH2:25][NH:26][CH2:27][CH2:28]1.[CH3:19][C:20](=[O:21])[OH:22].[Cl:1][c:2]1[c:3]([CH:4]=[O:5])[cH:6][cH:7][cH:8][cH:9]1.[cH:29]1[cH:30][cH:31][cH:32][cH:33][cH:34]1>>[Cl:1][c:2]1[c:3]([CH:4]=[C:11]([C:10](=[O:15])[O:16][CH2:17][CH3:18])[C:12](=[O:13])[CH3:14])[cH:6][cH:7][cH:8][cH:9]1. Starting materials: C1CCNCC1, CN(C)C=O, O=C1c2sccc2-n2cnc(-c3noc(CCl)n3)c2C2CCN12. The product is O=C1c2sccc2-n2cnc(-c3noc(CN4CCCCC4)n3)c2C2CCN12. As a reaction SMILES: [CH2:1]1[CH2:2][CH2:3][NH:4][CH2:5][CH2:6]1.[CH3:30][N:31]([CH3:32])[CH:33]=[O:34].[Cl:7][CH2:8][c:9]1[n:10][c:11](-[c:14]2[n:15][cH:16][n:17]3[c:18]2[CH:19]2[N:20]([C:21](=[O:27])[c:22]4[c:23]-3[cH:24][cH:25][s:26]4)[CH2:28][CH2:29]2)[n:12][o:13]1>>[CH2:1]1[CH2:2][CH2:3][N:4]([CH2:8][c:9]2[n:10][c:11](-[c:14]3[n:15][cH:16][n:17]4[c:18]3[CH:19]3[N:20]([C:21](=[O:27])[c:22]5[c:23]-4[cH:24][cH:25][s:26]5)[CH2:28][CH2:29]3)[n:12][o:13]2)[CH2:5][CH2:6]1. Starting materials: CCN(CC)C1CCCC1N, CC(C)O, Clc1ccc2c(Cl)ccnc2c1. The product is CCN(CC)C1CCCC1Nc1ccnc2cc(Cl)ccc12. Reaction SMILES: [CH2:13]([CH3:14])[N:15]([CH:16]1[CH:17]([NH2:21])[CH2:18][CH2:19][CH2:20]1)[CH2:22][CH3:23].[CH:24]([OH:25])([CH3:26])[CH3:27].[Cl:1][c:2]1[cH:3][cH:4][n:5][c:6]2[cH:7][c:8]([Cl:12])[cH:9][cH:10][c:11]12>>[c:2]1([NH:21][CH:17]2[CH:16]([N:15]([CH2:13][CH3:14])[CH2:22][CH3:23])[CH2:20][CH2:19][CH2:18]2)[cH:3][cH:4][n:5][c:6]2[cH:7][c:8]([Cl:12])[cH:9][cH:10][c:11]12. Starting materials: Cl.ClC1=C(C(C2=C(C=CC=C2)Cl)OC2CNC2)C=CC=C1 (3-(2,2′-dichlorobenzhydryloxy)azetidine hydrochloride), [N-]=C=O (isocyanate), ClC1=C(C(C2=C(C=CC=C2)Cl)OC2CN(C2)C(=O)NC(C)(C)C)C=CC=C1 (3-(2,2′-dichlorobenzhydryloxy)-N-(tert-butyl)azetidine-1-carboxamide). Product: ClC1=C(C(C2=C(C=CC=C2)Cl)OC2CN(C2)C(=O)NCCC2=CC=CC=C2)C=CC=C1 (3-(2,2′-dichlorobenzhydryloxy)-N-(phenethyl)azetidine-1-carboxamide). Reaction SMILES: Cl.Cl[C:3]1[CH:21]=[CH:20][CH:19]=[CH:18][C:4]=1[CH:5](OC1CNC1)[C:6]1C=CC=CC=1Cl.[N-]=C=O.[Cl:25][C:26]1[CH:51]=[CH:50][CH:49]=[CH:48][C:27]=1[CH:28]([O:36][CH:37]1[CH2:40][N:39]([C:41]([NH:43]C(C)(C)C)=[O:42])[CH2:38]1)[C:29]1[CH:34]=[CH:33][CH:32]=[CH:31][C:30]=1[Cl:35]>>[Cl:35][C:30]1[CH:31]=[CH:32][CH:33]=[CH:34][C:29]=1[CH:28]([O:36][CH:37]1[CH2:38][N:39]([C:41]([NH:43][CH2:6][CH2:5][C:4]2[CH:18]=[CH:19][CH:20]=[CH:21][CH:3]=2)=[O:42])[CH2:40]1)[C:27]1[CH:48]=[CH:49][CH:50]=[CH:51][C:26]=1[Cl:25] |f:0.1|. Procedure: This material was prepared from 3-(2,2′-dichlorobenzhydryloxy)azetidine hydrochloride (68) and the corresponding commercially available isocyanate using the procedure described for compound (69). The reactants are CC1N(CCCC1)C=1C(=NC2=CC=C(C=C2N1)C(=O)OC)OS(=O)(=O)C(F)(F)F (methyl 3-(2-methylpiperidin-1-yl)-2-(trifluoromethylsulfonyloxy)quinoxaline-6-carboxylate), FC1=CC=C(C=C1)B(O)O (4-fluorophenylboronic acid), [O-]P(=O)([O-])[O-].[K+].[K+].[K+] (K3PO4), O (water). Reagents/catalysts: C=1C=CC(=CC1)[P](C=2C=CC=CC2)(C=3C=CC=CC3)[Pd]([P](C=4C=CC=CC4)(C=5C=CC=CC5)C=6C=CC=CC6)([P](C=7C=CC=CC7)(C=8C=CC=CC8)C=9C=CC=CC9)[P](C=1C=CC=CC1)(C=1C=CC=CC1)C=1C=CC=CC1 (Pd(PPh3)4). Solvent: O1CCOCC1 (dioxane). Run at temperature 90 celsius, time 1 hour. Yields the product FC1=CC=C(C=C1)C1=NC2=CC=C(C=C2N=C1N1C(CCCC1)C)C(=O)OC (methyl 2-(4-fluorophenyl)-3-(2-methylpiperidin-1-yl)quinoxaline-6-carboxylate). Isolated yield 42.8%. Reaction SMILES: [CH3:1][CH:2]1[CH2:7][CH2:6][CH2:5][CH2:4][N:3]1[C:8]1[C:9](OS(C(F)(F)F)(=O)=O)=[N:10][C:11]2[C:16]([N:17]=1)=[CH:15][C:14]([C:18]([O:20][CH3:21])=[O:19])=[CH:13][CH:12]=2.[F:30][C:31]1[CH:36]=[CH:35][C:34](B(O)O)=[CH:33][CH:32]=1.[O-]P([O-])([O-])=O.[K+].[K+].[K+].O>O1CCOCC1.C1C=CC([P]([Pd]([P](C2C=CC=CC=2)(C2C=CC=CC=2)C2C=CC=CC=2)([P](C2C=CC=CC=2)(C2C=CC=CC=2)C2C=CC=CC=2)[P](C2C=CC=CC=2)(C2C=CC=CC=2)C2C=CC=CC=2)(C2C=CC=CC=2)C2C=CC=CC=2)=CC=1>[F:30][C:31]1[CH:36]=[CH:35][C:34]([C:9]2[C:8]([N:3]3[CH2:4][CH2:5][CH2:6][CH2:7][CH:2]3[CH3:1])=[N:17][C:16]3[C:11](=[CH:12][CH:13]=[C:14]([C:18]([O:20][CH3:21])=[O:19])[CH:15]=3)[N:10]=2)=[CH:33][CH:32]=1 |f:2.3.4.5,^1:58,60,79,98|. Reported procedure: To a solution of methyl 3-(2-methylpiperidin-1-yl)-2-(trifluoromethylsulfonyloxy)quinoxaline-6-carboxylate (880 mg, crude) in dioxane (25 ml) was added Pd(PPh3)4 (100 mg, 0.09 mmol), 4-fluorophenylboronic acid (485 mg, 3.47 mmol), K3PO4 (735 mg, 3.46 mmol) and water (3 ml). The resulting solution was stirred for 1 hour at 90° C. under an inert atmosphere of nitrogen, and then concentrated in vacuo to give a residue, which was purified via silica gel column chromatography (1%-10% ethyl acetate in... The reactants are COC(=O)c1ccc(-n2ccnc2)cc1OCc1ccccc1, CO, Cl, [Na+], C1COCCO1, [OH-]. Product: O=C(O)c1ccc(-n2ccnc2)cc1OCc1ccccc1, Cl. As a reaction SMILES: [CH2:3]([c:4]1[cH:5][cH:6][cH:7][cH:8][cH:9]1)[O:10][c:11]1[c:12]([C:13](=[O:14])[O:15][CH3:16])[cH:17][cH:18][c:19](-[n:21]2[cH:22][n:23][cH:24][cH:25]2)[cH:20]1.[CH3:33][OH:34].[ClH:26].[Na+:2].[O:27]1[CH2:28][CH2:29][O:30][CH2:31][CH2:32]1.[OH-:1]>>[CH2:3]([c:4]1[cH:5][cH:6][cH:7][cH:8][cH:9]1)[O:10][c:11]1[c:12]([C:13](=[O:14])[OH:15])[cH:17][cH:18][c:19](-[n:21]2[cH:22][n:23][cH:24][cH:25]2)[cH:20]1.[ClH:26]. The reactants are FC=1C=C(C=CC1N1CC(N(CC1)C)=O)[N+](=O)[O-] (3-Fluoro-4-(4-methyl-3-oxopiperazin-1-yl)nitrobenzene). Run in CN(C)C=O (DMF), CO (methanol). Reaction conditions: temperature 5 celsius, time 2 hour. The product is NC=1C=CC(=C(C1)F)N1CC(N(CC1)C)=O (5-amino-2-(4-methyl-3-oxopiperazin-1-yl)fluorobenzene). As a reaction SMILES: [F:1][C:2]1[CH:3]=[C:4]([N+:16]([O-])=O)[CH:5]=[CH:6][C:7]=1[N:8]1[CH2:13][CH2:12][N:11]([CH3:14])[C:10](=[O:15])[CH2:9]1>CN(C=O)C.CO>[NH2:16][C:4]1[CH:5]=[CH:6][C:7]([N:8]2[CH2:13][CH2:12][N:11]([CH3:14])[C:10](=[O:15])[CH2:9]2)=[C:2]([F:1])[CH:3]=1. Procedure: 3-Fluoro-4-(4-methyl-3-oxopiperazin-1-yl)nitrobenzene (3.33 g) was dissolved in a mixture of DMF (40 ml) and methanol (10 ml), and the solution flushed with argon. Ammonium formate (4.15 g) was added, and the mixture cooled to 5° C. Palladium (10% on carbon, 104 mg) was added, and the temperature allowed to rise to ambient as the mixture was stirred under argon for 2 hours. Solvents were evaporated to give an air sensitive product, 5-amino-2-(4-methyl-3-oxopiperazin-1-yl)fluorobenzene, which was...